From a dataset of the Open Reaction Database (ORD), a public repository of structured organic reaction records. describe an organic reaction: reactants, conditions, products, and yield The reactants are CCO, NN, CC(C)C(=O)Nc1cccc(C2CCN(CCC(c3ccccc3)N3C(=O)c4ccccc4C3=O)CC2)c1. Product: CC(C)C(=O)Nc1cccc(C2CCN(CCC(N)c3ccccc3)CC2)c1. As a reaction SMILES: [CH3:41][CH2:42][OH:43].[NH2:39][NH2:40].[O:1]=[C:2]1[N:3]([CH:12]([CH2:13][CH2:14][N:15]2[CH2:16][CH2:17][CH:18]([c:21]3[cH:22][c:23]([NH:27][C:28]([CH:29]([CH3:30])[CH3:31])=[O:32])[cH:24][cH:25][cH:26]3)[CH2:19][CH2:20]2)[c:33]2[cH:34][cH:35][cH:36][cH:37][cH:38]2)[C:10](=[O:11])[c:5]2[c:4]1[cH:9][cH:8][cH:7][cH:6]2>>[NH2:3][CH:12]([CH2:13][CH2:14][N:15]1[CH2:16][CH2:17][CH:18]([c:21]2[cH:22][c:23]([NH:27][C:28]([CH:29]([CH3:30])[CH3:31])=[O:32])[cH:24][cH:25][cH:26]2)[CH2:19][CH2:20]1)[c:33]1[cH:34][cH:35][cH:36][cH:37][cH:38]1. Starting materials: ClC1=C(C=CC=C1)N(C(=S)Cl)CCC (N-2-chlorophenyl-N-propyl(thiocarbamoyl) chloride), N1C=NC=C1 (imidazole), N1C=NC=C1 (imidazole). Run in O1CCCC1 (tetrahydrofuran). Conditions: time 8 hour. The product is ClC1=C(C=CC=C1)N(C(=S)N1C=NC=C1)CCC (1-[N-2-chlorophenyl-N-propyl (thiocarbamoyl)]imidazole). As a reaction SMILES: [Cl:1][C:2]1[CH:7]=[CH:6][CH:5]=[CH:4][C:3]=1[N:8]([CH2:12][CH2:13][CH3:14])[C:9](Cl)=[S:10].[NH:15]1[CH:19]=[CH:18][N:17]=[CH:16]1>O1CCCC1>[Cl:1][C:2]1[CH:7]=[CH:6][CH:5]=[CH:4][C:3]=1[N:8]([CH2:12][CH2:13][CH3:14])[C:9]([N:15]1[CH:19]=[CH:18][N:17]=[CH:16]1)=[S:10]. Procedure: 12.4 g. N-2-chlorophenyl-N-propyl(thiocarbamoyl) chloride and 6.8 g. imidazole were refluxed in 75 ml. dry tetrahydrofuran for 16 hours. A further 2 g. imidazole was then added and the heating continued for 8 hours. After separating the solid formed evaporation of the tetrahydrofuran left an oil which was dissolved in methylene chloride. The resulting organic phase was washed with water, dried with soldium sulphate and the solvent evaporated to leave an oil which crystallised on treatment with l... Starting materials: NC(COC1=NOC2=C1C=C(C=C2)Cl)COC (3-(2-amino-3-methoxypropoxy)-5-chloro-1,2-benzoisoxazole), C(C)(C)(C)C=1C=C(C=O)C=C(C1O)C(C)(C)C (3,5-di-tert-butyl-4-hydroxybenzaldehyde), C(#N)[BH3-].[Na+] (sodium cyanoborohydride), [OH-].[Na+] (sodium hydroxide), Cl (hydrogen chloride), C1(=CC=C(C=C1)S(=O)(=O)O)C (p-toluenesulfonic acid). Solvent: CO (methanol), C(C)(=O)OCC (ethyl acetate), O (Water), C(C)OCC (diethyl ether), O1CCOCC1 (dioxane), O (water). The product is Cl.C(C)(C)(C)C=1C=C(CNC(COC2=NOC3=C2C=C(C=C3)Cl)COC)C=C(C1O)C(C)(C)C (3-[2-(3,5-di-tert-butyl-4-hydroxybenzyl)amino-3-methoxypropoxy]-5-chloro-1,2-benzoisoxazole hydrochloride). RXN SMILES: [NH2:1][CH:2]([CH2:15][O:16][CH3:17])[CH2:3][O:4][C:5]1[C:9]2[CH:10]=[C:11]([Cl:14])[CH:12]=[CH:13][C:8]=2[O:7][N:6]=1.[C:18]([C:22]1[CH:23]=[C:24]([CH:27]=[C:28]([C:31]([CH3:34])([CH3:33])[CH3:32])[C:29]=1[OH:30])[CH:25]=O)([CH3:21])([CH3:20])[CH3:19].C1(C)C=CC(S(O)(=O)=O)=CC=1.C([BH3-])#N.[Na+].[OH-].[Na+].Cl>CO.C(OCC)C.O1CCOCC1.O.C(OCC)(=O)C>[ClH:14].[C:31]([C:28]1[CH:27]=[C:24]([CH:23]=[C:22]([C:18]([CH3:21])([CH3:20])[CH3:19])[C:29]=1[OH:30])[CH2:25][NH:1][CH:2]([CH2:15][O:16][CH3:17])[CH2:3][O:4][C:5]1[C:9]2[CH:10]=[C:11]([Cl:14])[CH:12]=[CH:13][C:8]=2[O:7][N:6]=1)([CH3:33])([CH3:34])[CH3:32] |f:3.4,5.6,13.14|. Procedure: To a suspension of 0.50 g of 3-(2-amino-3-methoxypropoxy)-5-chloro-1,2-benzoisoxazole and 0.5 g of 3,5-di-tert-butyl-4-hydroxybenzaldehyde in 5 ml of methanol is added 0.41 g of p-toluenesulfonic acid at 20°-25° C., and they are subjected to reaction at the same temperature for one hour. Subsequently, 0.13 g of sodium cyanoborohydride is added at 20°-25° C., and they are subjected to reaction at the same temperature overnight. Water and ethyl acetate are added to the reaction mixture and the pH ... Starting materials: COCC1CC(Oc2cc(F)cc([N+](=O)[O-])c2)CN1C(=O)OC(C)(C)C, CO, [H][H]. Yields the product COCC1CC(Oc2cc(N)cc(F)c2)CN1C(=O)OC(C)(C)C. As a reaction SMILES: [C:1]([CH3:2])([CH3:3])([CH3:4])[O:5][C:6](=[O:7])[N:8]1[CH:9]([CH2:24][O:25][CH3:26])[CH2:10][CH:11]([O:13][c:14]2[cH:15][c:16]([F:23])[cH:17][c:18]([N+:20]([O-:21])=[O:22])[cH:19]2)[CH2:12]1.[CH3:29][OH:30].[H:27][H:28]>>[C:1]([CH3:2])([CH3:3])([CH3:4])[O:5][C:6](=[O:7])[N:8]1[CH:9]([CH2:24][O:25][CH3:26])[CH2:10][CH:11]([O:13][c:14]2[cH:15][c:16]([F:23])[cH:17][c:18]([NH2:20])[cH:19]2)[CH2:12]1.